Dataset: the Open Reaction Database (ORD), a public repository of structured organic reaction records. Task: describe an organic reaction: reactants, conditions, products, and yield The reactants are [Cr](=O)(=O)([O-])Cl.[NH+]1=CC=CC=C1 (pyridinium chlorochromate), FC1=CC=C(C=C1)C(C(CO)C(C)(C)C)C1=CC=C(C=C1)F (3,3-bis-(4-fluorophenyl)-2-(1,1-dimethylethyl)propanol). The solvent is C(Cl)Cl (methylene chloride). Run at temperature 25 celsius, time 64 hour. The product is FC1=CC=C(C=C1)C(=C(C=O)C(C)(C)C)C1=CC=C(C=C1)F (3,3-Bis(4-fluorophenyl)-2-(1,1-dimethylethyl)propenal). Yield: 42.1%. RXN SMILES: [Cr](Cl)([O-])(=O)=O.[NH+]1C=CC=CC=1.[F:12][C:13]1[CH:18]=[CH:17][C:16]([CH:19]([C:27]2[CH:32]=[CH:31][C:30]([F:33])=[CH:29][CH:28]=2)[CH:20]([C:23]([CH3:26])([CH3:25])[CH3:24])[CH2:21][OH:22])=[CH:15][CH:14]=1>C(Cl)Cl>[F:12][C:13]1[CH:14]=[CH:15][C:16]([C:19]([C:27]2[CH:28]=[CH:29][C:30]([F:33])=[CH:31][CH:32]=2)=[C:20]([C:23]([CH3:26])([CH3:25])[CH3:24])[CH:21]=[O:22])=[CH:17][CH:18]=1 |f:0.1|. Procedure: A mixture of pyridinium chlorochromate (3.8 g) and 3,3-bis-(4-fluorophenyl)-2-(1,1-dimethylethyl)propanol (2.4 g, 7.9 mmol) in 100 mL of methylene chloride was stirred at 25° C. for 64 hours during which time a gummy precipitate separated. The solvent was decanted from the precipitate and the residue rinsed with two 50 mL portions of methylene chloride. The combined methylene chloride solution was concentrated in vacuo. The residue was trituated with three 60 mL portions of hexane. The hexane so... The reactants are ClCCNC(=O)N(C1[C@H](O)[C@@H](O)[C@@H](O)[C@H](O1)CO)CCCN1CCOCC1 (1-(2-chloroethyl)-3-(3-morpholinopropyl)-3-(D-galactopyranosyl)urea), [N+](=O)([N+](=O)[O-])[O-] (nitrogen tetroxide). Product: ClCCN(C(=O)N(C1[C@H](O)[C@@H](O)[C@@H](O)[C@H](O1)CO)CCCN1CCOCC1)N=O (1-(2-chloroethyl)-1-nitroso-3-(3-morpholinopropyl)-3-(D-galactopyranosyl)urea). Yield: 54.7%. RXN SMILES: [Cl:1][CH2:2][CH2:3][NH:4][C:5]([N:7]([CH2:19][CH2:20][CH2:21][N:22]1[CH2:27][CH2:26][O:25][CH2:24][CH2:23]1)[CH:8]1[O:16][C@H:15]([CH2:17][OH:18])[C@H:13]([OH:14])[C@H:11]([OH:12])[C@H:9]1[OH:10])=[O:6].[N+:28]([O-])([N+]([O-])=O)=[O:29]>>[Cl:1][CH2:2][CH2:3][N:4]([N:28]=[O:29])[C:5]([N:7]([CH2:19][CH2:20][CH2:21][N:22]1[CH2:27][CH2:26][O:25][CH2:24][CH2:23]1)[CH:8]1[O:16][C@H:15]([CH2:17][OH:18])[C@H:13]([OH:14])[C@H:11]([OH:12])[C@H:9]1[OH:10])=[O:6]. Procedure: 4.1 g of 1-(2-chloroethyl)-3-(3-morpholinopropyl)-3-(D-galactopyranosyl)urea and 5 g of nitrogen tetroxide gas are treated in the same manner as described in Example 23-(2). 2.4 g of 1-(2-chloroethyl)-1-nitroso-3-(3-morpholinopropyl)-3-(D-galactopyranosyl)urea are thereby obtained as yellow caramel. Starting materials: N1=C(C=CC=C1)N1CCNCC1 (1-pyridin-2-ylpiperazine), C=O (paraformaldehyde), COC=1C=C(C(=O)N)C=C(C1)OC (3,5-dimethoxybenzamide), C([O-])([O-])=O.[K+].[K+] (potassium carbonate). Solvent: C(C)O (ethyl alcohol). The product is COC=1C=C(C(=O)NCN2CCN(CC2)C2=NC=CC=C2)C=C(C1)OC (3,5-dimethoxy-N-{[4-(2-pyridinyl)-1-piperazinyl]methyl}benzamide). Isolated yield 108.0%. As a reaction SMILES: [N:1]1[CH:6]=[CH:5][CH:4]=[CH:3][C:2]=1[N:7]1[CH2:12][CH2:11][NH:10][CH2:9][CH2:8]1.C=O.[CH3:15][O:16][C:17]1[CH:18]=[C:19]([CH:23]=[C:24]([O:26][CH3:27])[CH:25]=1)[C:20]([NH2:22])=[O:21].[C:28](=O)([O-])[O-].[K+].[K+]>C(O)C>[CH3:27][O:26][C:24]1[CH:23]=[C:19]([CH:18]=[C:17]([O:16][CH3:15])[CH:25]=1)[C:20]([NH:22][CH2:28][N:10]1[CH2:9][CH2:8][N:7]([C:2]2[CH:3]=[CH:4][CH:5]=[CH:6][N:1]=2)[CH2:12][CH2:11]1)=[O:21] |f:3.4.5|. Reported procedure: A mixture of 1-pyridin-2-ylpiperazine (16 mg, 0.1 mmol, Aldrich), paraformaldehyde (30 mg, 1 mmol), 3,5-dimethoxybenzamide (91 mg, 0.5 mmol, Lancaster), and 42 mg of potassium carbonate (0.3 mmol) in 2 mL absolute ethyl alcohol was heated to reflux under nitrogen overnight. The mixture was cooled to room temperature, filtered, and the solvent was removed under reduced pressure. The residue was purified by flash column chromatography on silica gel (10% methanol:ethyl acetate) to give 38.5 mg (72%... Starting materials: NC=1C=C(C(=O)OC)C=CC1F (Methyl 3-amino-4-fluorobenzoate), BrC=1C=NC=NC1 (5-bromopyrimidine), C([O-])([O-])=O.[Cs+].[Cs+] (cesium carbonate), C1(=CC=CC=C1)P(C1=CC=CC=2C(C3=CC=CC(=C3OC12)P(C1=CC=CC=C1)C1=CC=CC=C1)(C)C)C1=CC=CC=C1 (4,5-Bis(diphenylphosphino)-9,9-dimethylxanthene). The reagents and catalysts are C=1C=CC(=CC1)/C=C/C(=O)/C=C/C2=CC=CC=C2.C=1C=CC(=CC1)/C=C/C(=O)/C=C/C2=CC=CC=C2.[Pd] (Bis(dibenzylideneacetone)palladium). Solvent: O1CCOCC1 (Dioxane). Run at temperature 100 celsius, time 8 hour. The product is FC1=C(C=C(C(=O)OC)C=C1)NC=1C=NC=NC1 (methyl 4-fluoro-3-(pyrimidin-5-ylamino)benzoate). The yield is 89.2%. Reaction SMILES: [NH2:1][C:2]1[CH:3]=[C:4]([CH:9]=[CH:10][C:11]=1[F:12])[C:5]([O:7][CH3:8])=[O:6].Br[C:14]1[CH:15]=[N:16][CH:17]=[N:18][CH:19]=1.C(=O)([O-])[O-].[Cs+].[Cs+].C1(P(C2C=CC=CC=2)C2C3OC4C(=CC=CC=4P(C4C=CC=CC=4)C4C=CC=CC=4)C(C)(C)C=3C=CC=2)C=CC=CC=1>O1CCOCC1.C1C=CC(/C=C/C(/C=C/C2C=CC=CC=2)=O)=CC=1.C1C=CC(/C=C/C(/C=C/C2C=CC=CC=2)=O)=CC=1.[Pd]>[F:12][C:11]1[CH:10]=[CH:9][C:4]([C:5]([O:7][CH3:8])=[O:6])=[CH:3][C:2]=1[NH:1][C:14]1[CH:15]=[N:16][CH:17]=[N:18][CH:19]=1 |f:2.3.4,7.8.9|. Procedure: 4-fluoro-3-nitrobenzoic acid (2.5 g, 14 mmol, 1.0 eq) was dissolved in MeOH (68 mL) and heated to reflux. 2.0M oxalyl chloride in CH2Cl2 (14 mL) was added to the refluxing solution slowly and stirred for 2 h at reflux. The reaction was concentrated in vacuo, crystallized at 0° C., and filtered to give 1.7 g (63%) of crude methyl 4-fluoro-3-nitrobenzoate as a white solid. The product was confirmed by LCMS (>98% @ 220 nm and 254 nm) and carried forward without purification. Methyl 4-fluoro-3-nitro... Reactants: BrC=1C=C(NC1)/C=C/C(=O)OCC (ethyl (2E)-3-(4-bromo-1H-pyrrol-2-yl)acrylate), C[C@H]1[C@@H](CCC1)O (trans-2-methylcyclopentanol), C(CCC)P(=CC#N)(CCCC)CCCC (2-(tributylphosphoranylidene)acetonitrile). Solvent: C1(=CC=CC=C1)C (toluene). Product: BrC=1C=C(N(C1)[C@H]1[C@H](CCC1)C)/C=C/C(=O)OCC (ethyl (2E)-3-(4-bromo-1-(cis-2-methylcyclopentyl)-1H-pyrrol-2-yl)acrylate). The yield is 35.0%. Reaction SMILES: [Br:1][C:2]1[CH:3]=[C:4](/[CH:7]=[CH:8]/[C:9]([O:11][CH2:12][CH3:13])=[O:10])[NH:5][CH:6]=1.[CH3:14][C@@H:15]1[CH2:19][CH2:18][CH2:17][C@H:16]1O.C(P(CCCC)(CCCC)=CC#N)CCC>C1(C)C=CC=CC=1>[Br:1][C:2]1[CH:3]=[C:4](/[CH:7]=[CH:8]/[C:9]([O:11][CH2:12][CH3:13])=[O:10])[N:5]([C@@H:16]2[CH2:17][CH2:18][CH2:19][C@@H:15]2[CH3:14])[CH:6]=1. Reported procedure: A solution of ethyl (2E)-3-(4-bromo-1H-pyrrol-2-yl)acrylate (1.3 g), trans-2-methylcyclopentanol (0.64 g) and 2-(tributylphosphoranylidene)acetonitrile (1.928 g) in toluene (12.6 mL) was stirred with heating under reflux for 22 hr under argon atmosphere. The reaction mixture was purified by silica gel column chromatography (ethyl acetate/hexane) to give the title compound (608 mg). Reactants: NNC(=S)NC1CCCCC1, O=Cc1ccccn1. Yields the product S=C(NN=Cc1ccccn1)NC1CCCCC1. As a reaction SMILES: [CH:1]1([NH:7][C:8]([NH:9][NH2:10])=[S:11])[CH2:2][CH2:3][CH2:4][CH2:5][CH2:6]1.[n:12]1[c:13]([CH:18]=[O:19])[cH:14][cH:15][cH:16][cH:17]1>>[CH:1]1([NH:7][C:8]([NH:9][N:10]=[CH:18][c:13]2[n:12][cH:17][cH:16][cH:15][cH:14]2)=[S:11])[CH2:2][CH2:3][CH2:4][CH2:5][CH2:6]1.